This data is from the Open Reaction Database (ORD), a public repository of structured organic reaction records. The task is: describe an organic reaction: reactants, conditions, products, and yield Reactants: Cl (HCl), [OH-].[Na+] (NaOH), C(C)O (ethanol), O (water), C1(=CC=CC=C1)N=C(C=1C(C(=O)O)=C(C(C(=O)O)=C(C(O)=NC2=CC=CC=C2)C1OC1=CC=C(C=C1)OCCCC)OC1=CC=C(C=C1)OCCCC)O (N,N'-diphenyl-3,6-bis[4-(n-butyloxy)phenyloxy]pyromellitic diimide). Yields the product C(CCC)OC1=CC=C(C=C1)OC1=C(C(C(=O)O)=C(C(=C1C(=O)O)C(=O)O)OC1=CC=C(C=C1)OCCCC)C(=O)O (3,6-bis[4-(n-butyloxy)phenyloxy]pyromellitic acid). Reaction SMILES: [OH-:1].[Na+].C(O)C.C1(N=[C:13]([OH:59])[C:14]2[C:15](=[C:19]([O:47][C:48]3[CH:53]=[CH:52][C:51]([O:54][CH2:55][CH2:56][CH2:57][CH3:58])=[CH:50][CH:49]=3)[C:20](=[C:24]([C:34]=2[O:35][C:36]2[CH:41]=[CH:40][C:39]([O:42][CH2:43][CH2:44][CH2:45][CH3:46])=[CH:38][CH:37]=2)[C:25](=NC2C=CC=CC=2)[OH:26])[C:21]([OH:23])=[O:22])[C:16]([OH:18])=[O:17])C=CC=CC=1.Cl.[OH2:61]>>[CH2:43]([O:42][C:39]1[CH:40]=[CH:41][C:36]([O:35][C:34]2[C:24]([C:25]([OH:1])=[O:26])=[C:20]([C:21]([OH:23])=[O:22])[C:19]([O:47][C:48]3[CH:53]=[CH:52][C:51]([O:54][CH2:55][CH2:56][CH2:57][CH3:58])=[CH:50][CH:49]=3)=[C:15]([C:16]([OH:18])=[O:17])[C:14]=2[C:13]([OH:59])=[O:61])=[CH:37][CH:38]=1)[CH2:44][CH2:45][CH3:46] |f:0.1|. Procedure details: Into 150 ml of 10% NaOH solution made from 1:1 (v:v) mixture of ethanol and water were dissolved 2 g of N,N'-diphenyl-3,6-bis[4-(n-butyloxy)phenyloxy]pyromellitic diimide obtained from above. This solution was refluxed for 72 hr under nitrogen atmosphere and then cooled to ambient temperature. When it was neutralized with 5%, aqueous HCl, white precipitates were formed. These precipitates were filtered, air-dried and recrystallized from 1:1 (v:v) mixture of hexane and ethyl acetate to obtain 3,6... Reactants: [BH3-]C#N, CC(=O)O, CO, CC(=O)C1CC1, Cc1ccc(NCC2CCNCC2)c(C(=O)Nc2ccc(Cl)cn2)c1, [Na+]. The product is Cc1ccc(NCC2CCN(C(C)C3CC3)CC2)c(C(=O)Nc2ccc(Cl)cn2)c1. Reaction SMILES: [C:32]([BH3-:33])#[N:34].[C:36]([OH:37])(=[O:38])[CH3:39].[CH3:40][OH:41].[CH:26]1([C:29](=[O:30])[CH3:31])[CH2:27][CH2:28]1.[Cl:1][c:2]1[cH:3][cH:4][c:5]([NH:8][C:9]([c:10]2[c:11]([NH:17][CH2:18][CH:19]3[CH2:20][CH2:21][NH:22][CH2:23][CH2:24]3)[cH:12][cH:13][c:14]([CH3:16])[cH:15]2)=[O:25])[n:6][cH:7]1.[Na+:35]>>[Cl:1][c:2]1[cH:3][cH:4][c:5]([NH:8][C:9]([c:10]2[c:11]([NH:17][CH2:18][CH:19]3[CH2:20][CH2:21][N:22]([CH:29]([CH:26]4[CH2:27][CH2:28]4)[CH3:31])[CH2:23][CH2:24]3)[cH:12][cH:13][c:14]([CH3:16])[cH:15]2)=[O:25])[n:6][cH:7]1. Reactants: O=C1CCC(=O)N1Br, ClCCl, O=Cc1ccc(OC(F)(F)F)cc1, O=C(O)C(F)(F)F, O=S(=O)(O)O. The product is O=Cc1ccc(OC(F)(F)F)c(Br)c1. RXN SMILES: [Br:22][N:23]1[C:24](=[O:25])[CH2:26][CH2:27][C:28]1=[O:29].[Cl:14][CH2:15][Cl:16].[F:1][C:2]([O:3][c:4]1[cH:5][cH:6][c:7]([CH:8]=[O:9])[cH:10][cH:11]1)([F:12])[F:13].[F:30][C:31]([F:32])([F:33])[C:34]([OH:35])=[O:36].[S:17](=[O:18])(=[O:19])([OH:20])[OH:21]>>[F:1][C:2]([O:3][c:4]1[c:5]([Br:22])[cH:6][c:7]([CH:8]=[O:9])[cH:10][cH:11]1)([F:12])[F:13]. The reactants are CC#N, CCOCC, Fc1cccc(CBr)c1F, N#C[K], C1COCCOCCOCCOCCOCCO1. Product: N#CCc1cccc(F)c1F. Reaction SMILES: [CH3:32][C:33]#[N:34].[CH3:35][CH2:36][O:37][CH2:38][CH3:39].[F:1][c:2]1[c:3]([CH2:4][Br:5])[cH:6][cH:7][cH:8][c:9]1[F:10].[K:29][C:30]#[N:31].[O:11]1[CH2:12][CH2:13][O:14][CH2:15][CH2:16][O:17][CH2:18][CH2:19][O:20][CH2:21][CH2:22][O:23][CH2:24][CH2:25][O:26][CH2:27][CH2:28]1>>[F:1][c:2]1[c:3]([CH2:4][C:30]#[N:31])[cH:6][cH:7][cH:8][c:9]1[F:10]. Starting materials: C1(=CC=CC=C1)P(C1=CC=CC=C1)C1=CC=CC=C1 (triphenylphosphine), C(C1=CC=CC=C1)S(=O)(=O)NC=1C(N(C(=CC1)C)CCCO)=O (3-(Benzylsulfonylamino)-6-methyl-1-(3-hydroxypropyl)pyridone), C(Br)(Br)(Br)Br (carbon tetrabromide). Run in CN(C)C=O (DMF), CN(C)C=O (DMF). Run at time 12 hour. Product: C(C1=CC=CC=C1)S(=O)(=O)NC=1C(N(C(=CC1)C)CCCBr)=O (3-(Benzylsulfonylamino)-6-methyl-1-(3-bromopropyl)pyridone). Isolated yield 65.2%. As a reaction SMILES: C1(P(C2C=CC=CC=2)C2C=CC=CC=2)C=CC=CC=1.[CH2:20]([S:27]([NH:30][C:31]1[C:32](=[O:42])[N:33]([CH2:38][CH2:39][CH2:40]O)[C:34]([CH3:37])=[CH:35][CH:36]=1)(=[O:29])=[O:28])[C:21]1[CH:26]=[CH:25][CH:24]=[CH:23][CH:22]=1.C(Br)(Br)(Br)[Br:44]>CN(C=O)C>[CH2:20]([S:27]([NH:30][C:31]1[C:32](=[O:42])[N:33]([CH2:38][CH2:39][CH2:40][Br:44])[C:34]([CH3:37])=[CH:35][CH:36]=1)(=[O:29])=[O:28])[C:21]1[CH:26]=[CH:25][CH:24]=[CH:23][CH:22]=1. Reported procedure: A solution of triphenylphosphine (0.46 g, 1.75 mmol) in DMF (5 mL) was added to a mixture of 1-5 (0.49 g, 1.46 mmol) and carbon tetrabromide (0.68 g, 2.05 mmol) in DMF (5 mL) at 0° C. The resulting mixture was allowed to warm to room temperature and allowed to stir for 12 hours. The mixture was then concentrated under reduced pressure. The crude residue was purified by silica gel column chromatography using ethyl acetate and hexane (3:1 to 2:1 gradient) as eluants to afford the title compound 1-... Starting materials: CN(CC#C)CCO (2-(N-methyl-N-prop-2-yn-1-ylamino)ethanol), N(=NC(=O)OCC)C(=O)OCC (Diethyl azodicarboxylate), ClC1=NC=NC2=CC(=C(C=C12)OC)O (4-chloro-7-hydroxy-6-methoxyquinazoline), C1(=CC=CC=C1)P(C1=CC=CC=C1)C1=CC=CC=C1 (triphenylphosphine). The solvent is C(Cl)Cl (methylene chloride). Run at time 2 hour. The product is ClC1=NC=NC2=CC(=C(C=C12)OC)OCCN(CC#C)C (4-chloro-6-methoxy-7-[2-(N-methyl-N-prop-2-yn-1-ylamino)ethoxy]quinazoline). The yield is 78.5%. Reaction SMILES: N(C(OCC)=O)=NC(OCC)=O.[Cl:13][C:14]1[C:23]2[C:18](=[CH:19][C:20]([OH:26])=[C:21]([O:24][CH3:25])[CH:22]=2)[N:17]=[CH:16][N:15]=1.C1(P(C2C=CC=CC=2)C2C=CC=CC=2)C=CC=CC=1.[CH3:46][N:47]([CH2:51][CH2:52]O)[CH2:48][C:49]#[CH:50]>C(Cl)Cl>[Cl:13][C:14]1[C:23]2[C:18](=[CH:19][C:20]([O:26][CH2:52][CH2:51][N:47]([CH3:46])[CH2:48][C:49]#[CH:50])=[C:21]([O:24][CH3:25])[CH:22]=2)[N:17]=[CH:16][N:15]=1. Procedure details: Diethyl azodicarboxylate (0.297 g, 1.71 mmol) was added to a solution of 4-chloro-7-hydroxy-6-methoxyquinazoline (0.3 g, 1.42 mmol), (prepared as described for the starting material in Example 4), triphenylphosphine (0.485 g, 1.85 mmol) and 2-(N-methyl-N-prop-2-yn-1-ylamino)ethanol (0.177 g, 1.56 mmol) in methylene chloride (8 ml). The mixture was stirred for 2 hours at ambient temperature and poured onto a column of silica and eluted with increasingly polar mixtures of methylene chloride and et... Reactants: NC[C@H]1N(CCC[C@H]1C)C(=O)C1=C(C=CC(=C1)C)N1N=CC=C1 (((2S,3R)-2-(aminomethyl)-3-methylpiperidin-1-yl)(5-methyl-2-(1H-pyrazol-1-yl)phenyl)methanone), BrC1=NC=C(C=C1)C#N (2-bromo-5-cyanopyridine). Yields the product C[C@H]1[C@H](N(CCC1)C(C1=C(C=CC(=C1)C)N1N=CC=C1)=O)CNC1=NC=C(C#N)C=C1 (6-((((2S,3R)-3-Methyl-1-(5-methyl-2-(1H-pyrazol-1-yl)benzoyl)piperidin-2-yl)methyl)amino)nicotinonitrile). RXN SMILES: [NH2:1][CH2:2][C@@H:3]1[C@H:8]([CH3:9])[CH2:7][CH2:6][CH2:5][N:4]1[C:10]([C:12]1[CH:17]=[C:16]([CH3:18])[CH:15]=[CH:14][C:13]=1[N:19]1[CH:23]=[CH:22][CH:21]=[N:20]1)=[O:11].Br[C:25]1[CH:30]=[CH:29][C:28]([C:31]#[N:32])=[CH:27][N:26]=1>>[CH3:9][C@@H:8]1[CH2:7][CH2:6][CH2:5][N:4]([C:10](=[O:11])[C:12]2[CH:17]=[C:16]([CH3:18])[CH:15]=[CH:14][C:13]=2[N:19]2[CH:23]=[CH:22][CH:21]=[N:20]2)[C@@H:3]1[CH2:2][NH:1][C:25]1[CH:30]=[CH:29][C:28]([C:31]#[N:32])=[CH:27][N:26]=1. Reported procedure: The title compound was prepared following the same general protocol as described for Example A45 using ((2S,3R)-2-(aminomethyl)-3-methylpiperidin-1-yl)(5-methyl-2-(1H-pyrazol-1-yl)phenyl)methanone and 2-bromo-5-cyanopyridine. MS (ESI) 415 (M+H). Reactants: COC(C1=CC=C(C=C1)CN1C(C(=C(C=C1)OCC1=C(C=C(C=C1)F)F)Cl)=O)=O (4-[3-Chloro-4-(2,4-difluorobenzyloxy)-2-oxo-2H-pyridin-1-ylmethyl]benzoic acid methyl ester), N (NH3), solution. The solvent is CO (MeOH). Run at temperature 75 celsius. The product is ClC=1C(N(C=CC1OCC1=C(C=C(C=C1)F)F)CC1=CC=C(C(=O)N)C=C1)=O (4-[3-Chloro-4-(2,4-difluorobenzyloxy)-2-oxo-2H-pyridin-1-ylmethyl]benzamide). Isolated yield 60.0%. As a reaction SMILES: C[O:2][C:3](=O)[C:4]1[CH:9]=[CH:8][C:7]([CH2:10][N:11]2[CH:16]=[CH:15][C:14]([O:17][CH2:18][C:19]3[CH:24]=[CH:23][C:22]([F:25])=[CH:21][C:20]=3[F:26])=[C:13]([Cl:27])[C:12]2=[O:28])=[CH:6][CH:5]=1.[NH3:30]>CO>[Cl:27][C:13]1[C:12](=[O:28])[N:11]([CH2:10][C:7]2[CH:8]=[CH:9][C:4]([C:3]([NH2:30])=[O:2])=[CH:5][CH:6]=2)[CH:16]=[CH:15][C:14]=1[O:17][CH2:18][C:19]1[CH:24]=[CH:23][C:22]([F:25])=[CH:21][C:20]=1[F:26]. Procedure: A sealed tube containing a solution of 4-[3-Chloro-4-(2,4-difluorobenzyloxy)-2-oxo-2H-pyridin-1-ylmethyl]benzoic acid methyl ester (0.25 g, 0.60 mmol) and NH3 (20 mL of a 7 N solution in MeOH, 140 mmol) was heated at 75° C. for 16 h. The reaction mixture was cooled to room temperature and the solvent was removed under reduced pressure. Trituration with Et2O/MeOH afforded 4-[3-Chloro-4-(2,4-difluorobenzyloxy)-2-oxo-2H-pyridin-1-ylmethyl]benzamide as a white solid (0.14 g, 60%): mp 235-238° C.; 1H...